This data is from the Open Reaction Database (ORD), a public repository of structured organic reaction records. The task is: describe an organic reaction: reactants, conditions, products, and yield The reactants are [H-].[Al+3].[Li+].[H-].[H-].[H-] (lithium aluminum hydride), C(=O)(O)CC=1C=CC2=C(NC(S2)=S)C1 (5-carboxymethyl-2-thioxo-2,3-dihydrobenzothiazole), Cl (hydrochloric acid). Run in O (water), O1CCCC1 (tetrahydrofuran), O1CCCC1 (tetrahydrofuran). Product: OCCC=1C=CC2=C(NC(S2)=S)C1 (5-(2-hydroxyethyl)-2-thioxo-2,3-dihydrobenzothiazole). Isolated yield 81.2%. RXN SMILES: [H-].[Al+3].[Li+].[H-].[H-].[H-].[C:7]([CH2:10][C:11]1[CH:12]=[CH:13][C:14]2[S:18][C:17](=[S:19])[NH:16][C:15]=2[CH:20]=1)(O)=[O:8].Cl>O1CCCC1.O>[OH:8][CH2:7][CH2:10][C:11]1[CH:12]=[CH:13][C:14]2[S:18][C:17](=[S:19])[NH:16][C:15]=2[CH:20]=1 |f:0.1.2.3.4.5|. Reported procedure: A solution of lithium aluminum hydride (65 mL of a 1M tetrahydrofuran solution, 0.065 mol) was added dropwise over 15 min to a mechanically stirred and refluxing solution of 5-carboxymethyl-2-thioxo-2,3-dihydrobenzothiazole (11.27 g, 0.050 mol) in anhydrous tetrahydrofuran (150 mL). The resulting mixture was stirred at reflux for 90 min then cooled in an ice-bath and cautiously treated with 2N hydrochloric acid (250 mL). The resulting mixture was diluted with water (250 mL) and extracted three t...